From a dataset of the Open Reaction Database (ORD), a public repository of structured organic reaction records. describe an organic reaction: reactants, conditions, products, and yield Starting materials: N1CCC(CC1)=O (4-piperidone), ClCC1=CC2=C(OCO2)C=C1 (5-chloromethyl-1,3-benzodioxole). The product is C1OC=2C=C(CN3CCC(CC3)=O)C=CC2O1 (1-(3,4-Methylenedioxy)benzyl-4-piperidone). As a reaction SMILES: [NH:1]1[CH2:6][CH2:5][C:4](=[O:7])[CH2:3][CH2:2]1.Cl[CH2:9][C:10]1[CH:18]=[CH:17][C:13]2[O:14][CH2:15][O:16][C:12]=2[CH:11]=1>>[CH2:15]1[O:14][C:13]2[CH:17]=[CH:18][C:10]([CH2:9][N:1]3[CH2:6][CH2:5][C:4](=[O:7])[CH2:3][CH2:2]3)=[CH:11][C:12]=2[O:16]1. Procedure details: 1-(3,4-Methylenedioxy)benzyl-4-piperidone is prepared from 4-piperidone and 5-chloromethyl-1,3-benzodioxole essentially as described above in Example 38, Scheme C, step a. Reactants: C(C)OC(=O)N1CCN(CC1)C(=O)CC(=O)C1=C(C2=CC=CC=C2C=C1)NCC(=O)OC(C)(C)C (2-[((4-(ethoxycarbonyl)piperazin-1-yl)carbonylmethyl)carbonyl][(1,1-dimethylethoxycarbonyl)methyl]aminonaphthalene), C(=O)(C(F)(F)F)O (TFA), C(=O)(O)[O-].[Na+] (NaHCO3). Solvent: O (water), C(Cl)Cl (CH2Cl2). Reaction conditions: time 3 hour. Product: C(C)OC(=O)N1CCN(CC1)C(=O)CC(=O)C1=C(C2=CC=CC=C2C=C1)NCC(=O)O (2-[((4-(ethoxycarbonyl)piperazin-1-yl)carbonylmethyl)carbonyl][carboxymethyl]aminonaphthalene). The yield is 70.2%. RXN SMILES: [CH2:1]([O:3][C:4]([N:6]1[CH2:11][CH2:10][N:9]([C:12]([CH2:14][C:15]([C:17]2[CH:26]=[CH:25][C:24]3[C:19](=[CH:20][CH:21]=[CH:22][CH:23]=3)[C:18]=2[NH:27][CH2:28][C:29]([O:31]C(C)(C)C)=[O:30])=[O:16])=[O:13])[CH2:8][CH2:7]1)=[O:5])[CH3:2].C(O)(C(F)(F)F)=O.C([O-])(O)=O.[Na+]>C(Cl)Cl.O>[CH2:1]([O:3][C:4]([N:6]1[CH2:11][CH2:10][N:9]([C:12]([CH2:14][C:15]([C:17]2[CH:26]=[CH:25][C:24]3[C:19](=[CH:20][CH:21]=[CH:22][CH:23]=3)[C:18]=2[NH:27][CH2:28][C:29]([OH:31])=[O:30])=[O:16])=[O:13])[CH2:8][CH2:7]1)=[O:5])[CH3:2] |f:2.3|. Reported procedure: To a solution of 2-[((4-(ethoxycarbonyl)piperazin-1-yl)carbonylmethyl)carbonyl][(1,1-dimethylethoxycarbonyl)methyl]aminonaphthalene (147 mg, 0.30 mmol) in CH2Cl2 (2.0 mL) was added TFA (3.0 mL). The resulting reaction mixture was stirred at ambient temperature for 3 hours. The reaction mixture was evaporated in vacuo to afford an oil, which was diluted with water (15 mL), adjusted to pH 4.5 by saturated NaHCO3, then extracted by ethyl acetate (3×15 mL). The organic layer was evaporated in vacuo ... The reactants are OC1=C(C=C(C=O)C=C1)OCCC (4-hydroxy-3-propoxybenzaldehyde), C1(=CC=CC=C1)P(C1=CC=CC=C1)(C1=CC=CC=C1)=C=CC(=O)OC (methyl (triphenylphosphoranylidene)acrylate). Yield: 78.2%. Reaction SMILES: [OH:1][C:2]1[CH:9]=[CH:8][C:5]([CH:6]=O)=[CH:4][C:3]=1[O:10][CH2:11][CH2:12][CH3:13].C1(P(=C=[CH:34][C:35]([O:37][CH3:38])=[O:36])(C2C=CC=CC=2)C2C=CC=CC=2)C=CC=CC=1>>[OH:1][C:2]1[CH:9]=[CH:8][C:5](/[CH:6]=[CH:34]/[C:35]([O:37][CH3:38])=[O:36])=[CH:4][C:3]=1[O:10][CH2:11][CH2:12][CH3:13]. Procedure: The preparation is carried out analogously to Example 2 from 0.76 g (4.22 mmol) of 4-hydroxy-3-propoxybenzaldehyde and 1.48 g (4.43 mmol) of methyl (triphenylphosphoranylidene)acrylate and gave 0.78 g of methyl (E)-4-hydroxy-3-propoxycinnamate. Yields the product OC1=C(C=C(/C=C/C(=O)OC)C=C1)OCCC (methyl (E)-4-hydroxy-3-propoxycinnamate). The reactants are O=C([O-])O, ClCCl, CCCC[N+](CCCC)(CCCC)CCCC, O=S(=O)(Cl)OCCl, [Na+], O=C(O)c1ccccc1Cc1c(O)c2ccccc2oc1=O, O=S(=O)([O-])O. Product: O=C(OCCl)c1ccccc1Cc1c(O)c2ccccc2oc1=O. RXN SMILES: [C:23](=[O:24])([OH:25])[O-:26].[CH2:35]([Cl:36])[Cl:37].[CH2:43]([N+:44]([CH2:45][CH2:46][CH2:47][CH3:48])([CH2:49][CH2:50][CH2:51][CH3:52])[CH2:53][CH2:54][CH2:55][CH3:56])[CH2:57][CH2:58][CH3:59].[Cl:28][CH2:29][O:30][S:31]([Cl:32])(=[O:33])=[O:34].[Na+:27].[OH:1][c:2]1[c:3]([CH2:13][c:14]2[c:15]([C:16](=[O:17])[OH:18])[cH:19][cH:20][cH:21][cH:22]2)[c:4](=[O:12])[o:5][c:6]2[cH:7][cH:8][cH:9][cH:10][c:11]12.[S:38]([O-:39])([OH:40])(=[O:41])=[O:42]>>[OH:1][c:2]1[c:3]([CH2:13][c:14]2[c:15]([C:16]([O:17][CH2:29][Cl:28])=[O:18])[cH:19][cH:20][cH:21][cH:22]2)[c:4](=[O:12])[o:5][c:6]2[cH:7][cH:8][cH:9][cH:10][c:11]12. Starting materials: N(=[N+]=[N-])C1CCC2=C(C=CC=C12)C (1-azido-4-methyl-indane), C1(=CC=CC=C1)P(C1=CC=CC=C1)C1=CC=CC=C1 (triphenylphosphine), Cl (HCl). The solvent is C1CCOC1 (THF), O (H2O), O (water). Product: CC1=C2CCC(C2=CC=C1)N (4-methyl-indan-1-yl-amine). Reaction SMILES: [N:1]([CH:4]1[C:12]2[C:7](=[C:8]([CH3:13])[CH:9]=[CH:10][CH:11]=2)[CH2:6][CH2:5]1)=[N+]=[N-].C1(P(C2C=CC=CC=2)C2C=CC=CC=2)C=CC=CC=1.Cl>C1COCC1.O>[CH3:13][C:8]1[CH:9]=[CH:10][CH:11]=[C:12]2[C:7]=1[CH2:6][CH2:5][CH:4]2[NH2:1]. Procedure details: 1.0 g (5.8 mmol) 1-azido-4-methyl-indane is treated with 4.54 g (17.3 mmol) triphenylphosphine in 26 ml THF and 1.4 ml H2O at room temperature overnight. Completion of the reaction is achieved by heating up the mixture for additional 2.5 hours. The reaction mixture is then cooled to room temperature and diluted with water. The pH is adjusted to 2 by adding cold (ca 0° C.) aqueous HCl (1M). After extraction with EtOAc the aqueous layer is separated, basified with NaOH (2M) and extracted into EtOA... Starting materials: BrC1Cc2ccccc2C1Br, CC#N, O=S(=O)(O)O. The product is c1ccc2c(c1)CC1OC21. RXN SMILES: [Br:1][CH:2]1[CH:3]([Br:11])[CH2:4][c:5]2[cH:6][cH:7][cH:8][cH:9][c:10]21.[CH3:17][C:18]#[N:19].[S:12]([OH:13])(=[O:14])(=[O:15])[OH:16]>>[CH:2]12[CH:3]([CH2:4][c:5]3[cH:6][cH:7][cH:8][cH:9][c:10]31)[O:13]2. Starting materials: CC(C)(C)OC(=O)c1ccc(Br)cc1F, C1CCOC1, [Li]CCCC, CN(C)C=O. Product: CC(C)(C)OC(=O)c1ccc(C=O)cc1F. Reaction SMILES: [Br:1][c:2]1[cH:3][c:4]([F:15])[c:5]([C:6](=[O:7])[O:8][C:9]([CH3:10])([CH3:11])[CH3:12])[cH:13][cH:14]1.[CH2:26]1[O:27][CH2:28][CH2:29][CH2:30]1.[CH3:16][CH2:17][CH2:18][CH2:19][Li:20].[O:21]=[CH:22][N:23]([CH3:24])[CH3:25]>>[c:2]1([CH:22]=[O:21])[cH:3][c:4]([F:15])[c:5]([C:6](=[O:7])[O:8][C:9]([CH3:10])([CH3:11])[CH3:12])[cH:13][cH:14]1.